Dataset: the Open Reaction Database (ORD), a public repository of structured organic reaction records. Task: describe an organic reaction: reactants, conditions, products, and yield Starting materials: C(C)OC(C(C)(C)OC1=CC=C(C=C1)OCCC1NC(N(C1)CC1=CC(=C(C=C1)C)C)=O)=O (2-(4-{2-[1-(3,4-dimethyl-benzyl)-2-oxo-imidazolidin-4-yl]-ethoxy}-phenoxy)-2-methyl-propionic acid ethyl ester), oil, [H-].[Na+] (NaH), IC (iodomethane). Solvent: CN(C)C=O (DMF). Reaction conditions: time 15 minute. The product is C(C)OC(C(C)(C)OC1=CC=C(C=C1)OCCC1N(C(N(C1)CC1=CC(=C(C=C1)C)C)=O)C)=O (2-(4-{2-[1-(3,4-dimethyl-benzyl)-3-methyl-2-oxo-imidazolidin-4-yl]-ethoxy}-phenoxy)-2-methyl-propionic acid ethyl ester). Isolated yield 74.7%. RXN SMILES: [CH2:1]([O:3][C:4](=[O:33])[C:5]([O:8][C:9]1[CH:14]=[CH:13][C:12]([O:15][CH2:16][CH2:17][CH:18]2[CH2:22][N:21]([CH2:23][C:24]3[CH:29]=[CH:28][C:27]([CH3:30])=[C:26]([CH3:31])[CH:25]=3)[C:20](=[O:32])[NH:19]2)=[CH:11][CH:10]=1)([CH3:7])[CH3:6])[CH3:2].[H-].[Na+].I[CH3:37]>CN(C=O)C>[CH2:1]([O:3][C:4](=[O:33])[C:5]([O:8][C:9]1[CH:10]=[CH:11][C:12]([O:15][CH2:16][CH2:17][CH:18]2[CH2:22][N:21]([CH2:23][C:24]3[CH:29]=[CH:28][C:27]([CH3:30])=[C:26]([CH3:31])[CH:25]=3)[C:20](=[O:32])[N:19]2[CH3:37])=[CH:13][CH:14]=1)([CH3:6])[CH3:7])[CH3:2] |f:1.2|. Procedure: A solution of 2-(4-{2-[1-(3,4-dimethyl-benzyl)-2-oxo-imidazolidin-4-yl]-ethoxy}-phenoxy)-2-methyl-propionic acid ethyl ester (0.128 g, 0.280 mmol) in DMF (4 mL) was treated with 60% oil suspension of NaH (0.028 g, 0.70 mmol) and stirred at room temperature under N2 for 15 minutes. The reaction was cooled to 0° C. and treated with iodomethane (0.16 g, 1.13 mmol) and then warmed to room temperature and stirred for 1 h. The reaction was quenched with 1 N HCl (3 mL) and worked up extractively with E... The reactants are ClC1=C(C=CC(=C1)Cl)C(=O)C1(CC1)N1N=CN=C1 (1-(1-H-1,2,4-Triazol-1-yl)cyclopropyl 2,4-dichlorophenyl ketone), [I-] (iodide), CCCCCCCCCCCCCC[N+](C)(C)C (cetrimide), [OH-].[Na+] (sodium hydroxide). The solvent is ClC(C)(Cl)Cl (1,1,1-trichloroethane). Yields the product ClC1=C(C=CC(=C1)Cl)C1(OC1)C1(CC1)N1N=CN=C1 (2-(2,4-Dichlorophenyl)-2-[1-(1H-1,2,4-triazol-1-yl)cyclopropyl]oxirane). As a reaction SMILES: [Cl:1][C:2]1[CH:7]=[C:6]([Cl:8])[CH:5]=[CH:4][C:3]=1[C:9]([C:11]1([N:14]2[CH:18]=[N:17][CH:16]=[N:15]2)[CH2:13][CH2:12]1)=[O:10].[I-].[CH3:20]CCCCCCCCCCCCC[N+](C)(C)C.[OH-].[Na+]>ClC(Cl)(Cl)C>[Cl:1][C:2]1[CH:7]=[C:6]([Cl:8])[CH:5]=[CH:4][C:3]=1[C:9]1([C:11]2([N:14]3[CH:18]=[N:17][CH:16]=[N:15]3)[CH2:12][CH2:13]2)[CH2:20][O:10]1 |f:3.4|. Procedure: 1-(1-H-1,2,4-Triazol-1-yl)cyclopropyl 2,4-dichlorophenyl ketone (0.5 g, 1.8 mMole) was added to trimethylsulfphoxonium iodide (0.57 g, 2.6 mMole), cetrimide (0.02 g), 1,1,1-trichloroethane (10 ml) and aqueous sodium hydroxide solution (5 ml of 20%). The mixture was refluxed for twenty hours. The reactants are CCCBr, CC(=O)C1=CNCCC1. RXN SMILES: [Br:10][CH2:11][CH2:12][CH3:13].[C:1]([CH3:2])(=[O:3])[C:4]1=[CH:5][NH:6][CH2:7][CH2:8][CH2:9]1>>[C:1]([CH3:2])(=[O:3])[C:4]1=[CH:5][N:6]([CH2:11][CH2:12][CH3:13])[CH2:7][CH2:8][CH2:9]1. Product: CCCN1C=C(C(C)=O)CCC1. Reactants: COC(=O)CBr, O=C([O-])[O-], [K+], [K+], CN(C)C=O, COc1c(O)ccc(C=O)c1[N+](=O)[O-]. The product is COC(=O)COc1ccc(C=O)c([N+](=O)[O-])c1OC. Reaction SMILES: [Br:15][CH2:16][C:17](=[O:18])[O:19][CH3:20].[C:21](=[O:22])([O-:23])[O-:24].[K+:25].[K+:26].[O:27]=[CH:28][N:29]([CH3:30])[CH3:31].[OH:1][c:2]1[c:3]([O:13][CH3:14])[c:4]([N+:10](=[O:11])[O-:12])[c:5]([CH:6]=[O:7])[cH:8][cH:9]1>>[O:1]([c:2]1[c:3]([O:13][CH3:14])[c:4]([N+:10](=[O:11])[O-:12])[c:5]([CH:6]=[O:7])[cH:8][cH:9]1)[CH2:16][C:17](=[O:18])[O:19][CH3:20].